This data is from the Open Reaction Database (ORD), a public repository of structured organic reaction records. The task is: describe an organic reaction: reactants, conditions, products, and yield Reactants: C(C)OC(CN1CCN(CC1)C(C1=CC(=CC=C1)[C@H](C1=CC(=CC=C1)O)N1[C@H](CN[C@@H](C1)C)C)=O)=O ((4-{3-[(R)-((2S,5R)-2,5-dimethyl-piperazin-1-yl)-(3-hydroxy-phenyl)-methyl]-benzoyl}-piperazin-1-yl)-acetic acid ethyl ester), C(C1=CC=CC=C1)=O (benzaldehyde). The product is C(C)OC(CN1CCN(CC1)C(C1=CC(=CC=C1)[C@H](C1=CC(=CC=C1)O)N1[C@H](CN([C@@H](C1)C)CC1=CC=CC=C1)C)=O)=O ((4-{3-[(R)-((2S,5R)-4-Benzyl-2,5-dimethyl-piperazin-1-yl)-(3-hydroxy-phenyl)-methyl]-benzoyl}-piperazin-1-yl)-acetic acid ethyl ester). Isolated yield 34.4%. As a reaction SMILES: [CH2:1]([O:3][C:4](=[O:36])[CH2:5][N:6]1[CH2:11][CH2:10][N:9]([C:12](=[O:35])[C:13]2[CH:18]=[CH:17][CH:16]=[C:15]([C@@H:19]([N:27]3[CH2:32][C@@H:31]([CH3:33])[NH:30][CH2:29][C@@H:28]3[CH3:34])[C:20]3[CH:25]=[CH:24][CH:23]=[C:22]([OH:26])[CH:21]=3)[CH:14]=2)[CH2:8][CH2:7]1)[CH3:2].[CH:37](=O)[C:38]1[CH:43]=[CH:42][CH:41]=[CH:40][CH:39]=1>>[CH2:1]([O:3][C:4](=[O:36])[CH2:5][N:6]1[CH2:11][CH2:10][N:9]([C:12](=[O:35])[C:13]2[CH:18]=[CH:17][CH:16]=[C:15]([C@@H:19]([N:27]3[CH2:32][C@@H:31]([CH3:33])[N:30]([CH2:37][C:38]4[CH:43]=[CH:42][CH:41]=[CH:40][CH:39]=4)[CH2:29][C@@H:28]3[CH3:34])[C:20]3[CH:25]=[CH:24][CH:23]=[C:22]([OH:26])[CH:21]=3)[CH:14]=2)[CH2:8][CH2:7]1)[CH3:2]. Procedure: The title compound was made by a procedure identical to that of Example 66 with 1.50 g of (4-{3-[(R)-((2S,5R)-2,5-dimethyl-piperazin-1-yl)-(3-hydroxy-phenyl)-methyl]-benzoyl}-piperazin-1-yl)-acetic acid ethyl ester (3.03 mmol) and 0.64 g of benzaldehyde (6.07 mmol) to give 0.61 g (34%) of the desired compound as a light yellow solid. 1H NMR (300 MHz, d6-DMSO): □ 1.00-1.02 (d, J=4.7 Hz, 6H); 1.15-1.19 (t, 3H), 1.87-2.00 (m, 2H); 2.48-2.65 (m, 8H); 3.25 (s, 2H); 3.36-3.57 (m, 5H); 3.73-3.77 (dd, 1... Reactants: ClC1=C(C(=C(C#N)C=C1)F)OC (4-chloro-2-fluoro-3-methoxybenzonitrile), CC(C)O (2-propanol), Cl (HCl), solution, C[Si](C)(C)[N-][Si](C)(C)C.[Li+] (lithium bis(trimethylsilyl)amide). The solvent is C1CCOC1 (THF), CCOCC (ether). Run at temperature 25 celsius, time 5 hour. The product is Cl.ClC1=C(C(=C(C(=N)N)C=C1)F)OC (4-Chloro-2-fluoro-3-methoxybenzamidine hydrochloride). The yield is 156.9%. As a reaction SMILES: [Cl:1][C:2]1[CH:9]=[CH:8][C:5]([C:6]#[N:7])=[C:4]([F:10])[C:3]=1[O:11][CH3:12].C[Si]([N-:17][Si](C)(C)C)(C)C.[Li+].CC(O)C.Cl>C1COCC1.CCOCC>[ClH:1].[Cl:1][C:2]1[CH:9]=[CH:8][C:5]([C:6]([NH2:17])=[NH:7])=[C:4]([F:10])[C:3]=1[O:11][CH3:12] |f:1.2,7.8|. Procedure: 4-chloro-2-fluoro-3-methoxybenzonitrile (3.0 g, 16 mmol) was dissolved in 7 mL dry THF and added dropwise to a 1M solution of lithium bis(trimethylsilyl)amide (18 mL, 18 mmol). After stirring at 25° C. for 5 h, the mixture was treated with 25 mL of 2-propanol saturated with gaseous HCl. Upon standing at 5° C. for 18 h, the mixture was diluted with 30 mL ether whereupon the product precipitated. The precipitated product was collected by filtration, washed with ether and dried under vacuum to give... Reactants: OCC(O)CO (glycerol), C(COCCO)O (diethylene glycol), Pectin, C1=CC(=CC=C1N=NC2=C3C=CC(=CC3=C(C=C2)N/N=C\4/C(=CC5=CC(=C(C=C5C4=O)N)S(=O)(=O)[O-])S(=O)(=O)[O-])S(=O)[O-])S(=O)(=O)[O-].[Na+].[Na+].[Na+].[Na+] (C.I. Food Black 2), pectin. Solvent: O (water). Run at time 2 hour. Yields the product C(CCC)OCCOCCO (diethylene glycol mono-n-butyl ether), CC(C)CC(C)(C#C)O (Surfynol). Reaction SMILES: C1C(N=NC2C=CC(N/N=[C:21]3/[C:22](S([O-])(=O)=O)=[CH:23][C:24]4[C:29]([C:30]/3=[O:31])=[CH:28][C:27](N)=C(S([O-])(=O)=O)[CH:25]=4)=C3C=2C=CC(S([O-])=O)=C3)=CC=C(S([O-])(=O)=O)C=1.[Na+].[Na+].[Na+].[Na+].O[CH2:53]C(CO)O.[CH2:58]([OH:64])[CH2:59][O:60][CH2:61][CH2:62]O>O>[CH2:30]([O:31][CH2:62][CH2:61][O:60][CH2:59][CH2:58][OH:64])[CH2:29][CH2:28][CH3:27].[CH3:25][CH:24]([CH2:29][C:30]([OH:31])([C:21]#[CH:22])[CH3:53])[CH3:23] |f:0.1.2.3.4|. Procedure: A solution containing 2.00 g Food Black 2 (C.I. Food Black 2), 0.08 g LM pectin (Product Name: LM-104AS, The Copenhagen Pectin Factory Ltd.), 5.00 g of glycerol, 5.00 g of diethylene glycol, 8.00 g diethylene glycol mono-n-butyl ether, 0.80 g of Surfynol 465, and 79.12 g of ultrapure water was prepared. The solution was stirred for 2 hours and then filtered through a 5 μm stainless steel mesh. Starting materials: C1(CC1)C1=CC=C(C=O)C=C1 (4-cyclopropyl benzaldehyde), [Li]CCCC (n-BuLi), CCCCCC (hexane), BrC1=CC(=C(C=C1)C(C)(C)OC)Cl (4-bromo-2-chloro-1-(1-methoxy-1-methyl-ethyl)-benzene), solution, CN(C)C=O (DMF). Product: ClC=1C=C(C=O)C=CC1C(C)(C)OC (3-chloro-4-(1-methoxy-1-methyl-ethyl)-benzaldehyde). Isolated yield 62.0%. Reaction SMILES: C1(C2C=CC([CH:8]=[O:9])=CC=2)CC1.Br[C:13]1[CH:18]=[CH:17][C:16]([C:19]([O:22][CH3:23])([CH3:21])[CH3:20])=[C:15]([Cl:24])[CH:14]=1.[Li]CCCC.CCCCCC.CN(C=O)C>>[Cl:24][C:15]1[CH:14]=[C:13]([CH:18]=[CH:17][C:16]=1[C:19]([O:22][CH3:23])([CH3:21])[CH3:20])[CH:8]=[O:9]. Procedure: The title compound was synthesized in analogy to 4-cyclopropyl benzaldehyde (described in example S53) using 310 mg of 4-bromo-2-chloro-1-(1-methoxy-1-methyl-ethyl)-benzene (1.18 mmol), 1.1 ml of a 1.6 molar solution of n-BuLi in hexane (1.76 mmol) and 457 μl of DMF (5.88 mmol). The isolated residue was purified by flash column chromatography (1:9 ether/pentane) to give 154 mg of 3-chloro-4-(1-methoxy-1-methyl-ethyl)-benzaldehyde (62%) as a colorless liquid. 1H NMR (CDCl3, 300 MHz): δ 1.69 (s, 6... Starting materials: O=C1NC(=O)c2ccccc21, COc1cc(C)ccc1Cl, ClC(Cl)(Cl)Cl, [K], CC(C)(C#N)N=NC(C)(C)C#N, O=C1CCC(=O)N1Br, O=C(O)CC(O)(CC(=O)O)C(=O)O. Product: COc1cc(CN2C(=O)c3ccccc3C2=O)ccc1Cl. RXN SMILES: [C:31]1(=[O:41])[c:32]2[c:33]([cH:37][cH:38][cH:39][cH:40]2)[C:34](=[O:36])[NH:35]1.[CH3:1][O:2][c:3]1[c:4]([Cl:10])[cH:5][cH:6][c:7]([CH3:9])[cH:8]1.[Cl:56][C:57]([Cl:58])([Cl:59])[Cl:60].[K:42].[N:19]#[C:20][C:21]([N:22]=[N:23][C:24]([C:25]#[N:26])([CH3:27])[CH3:28])([CH3:29])[CH3:30].[O:11]=[C:12]1[N:13]([Br:14])[C:15](=[O:16])[CH2:17][CH2:18]1.[OH:43][C:44]([CH2:45][C:46]([C:47](=[O:48])[OH:49])([CH2:50][C:51](=[O:52])[OH:53])[OH:54])=[O:55]>>[CH3:1][O:2][c:3]1[c:4]([Cl:10])[cH:5][cH:6][c:7]([CH2:9][N:35]2[C:31](=[O:41])[c:32]3[c:33]([cH:37][cH:38][cH:39][cH:40]3)[C:34]2=[O:36])[cH:8]1. The reactants are CC(C)=O, OCC1Cc2c(c(Cl)cc3c(-c4c(F)cccc4F)noc23)O1, O=[Cr](=O)=O, O, O=S(=O)(O)O. Yields the product O=C(O)C1Cc2c(c(Cl)cc3c(-c4c(F)cccc4F)noc23)O1. Reaction SMILES: [CH3:1][C:2]([CH3:3])=[O:4].[Cl:5][c:6]1[c:7]2[c:8]([c:9]3[c:10]([c:11](-[c:14]4[c:15]([F:21])[cH:16][cH:17][cH:18][c:19]4[F:20])[n:12][o:13]3)[cH:22]1)[CH2:23][CH:24]([CH2:26][OH:27])[O:25]2.[O:28]=[Cr:29](=[O:30])=[O:31].[OH2:37].[S:32](=[O:33])(=[O:34])([OH:35])[OH:36]>>[OH:4][C:26]([CH:24]1[CH2:23][c:8]2[c:7]([c:6]([Cl:5])[cH:22][c:10]3[c:9]2[o:13][n:12][c:11]3-[c:14]2[c:15]([F:21])[cH:16][cH:17][cH:18][c:19]2[F:20])[O:25]1)=[O:27].